Dataset: the Open Reaction Database (ORD), a public repository of structured organic reaction records. Task: describe an organic reaction: reactants, conditions, products, and yield The reactants are [OH-].[Na+] (sodium hydroxide), BrC1=CC=C(C=N1)N1CCN(CC1)C(=O)OC(C)(C)C (1-(6-bromo-3-pyridyl)-4-tert-butoxycarbonylpiperazine), C1(=CC=CC=C1)B(O)O (phenyl boronic acid), C([O-])([O-])=O.[K+].[K+] (potassium carbonate), C(C)(C)O (isopropanol), palladium (0) tetrakis triphenylphosphine. Solvent: COCCOC (1.2-dimethoxyethane), O (water). Product: N (ammonia), C1(=CC=CC=C1)C1=CC=C(C=N1)N1CCN(CC1)C(=O)OC(C)(C)C (1-(6-phenyl-3-pyridyl)-4-tert-butoxycarbonylpiperazine). As a reaction SMILES: Br[C:2]1[N:7]=[CH:6][C:5]([N:8]2[CH2:13][CH2:12][N:11]([C:14]([O:16][C:17]([CH3:20])([CH3:19])[CH3:18])=[O:15])[CH2:10][CH2:9]2)=[CH:4][CH:3]=1.[C:21]1(B(O)O)[CH:26]=[CH:25][CH:24]=[CH:23][CH:22]=1.C(=O)([O-])[O-].[K+].[K+].C(O)(C)C.[OH-].[Na+]>COCCOC.O>[NH3:7].[C:21]1([C:2]2[N:7]=[CH:6][C:5]([N:8]3[CH2:13][CH2:12][N:11]([C:14]([O:16][C:17]([CH3:20])([CH3:19])[CH3:18])=[O:15])[CH2:10][CH2:9]3)=[CH:4][CH:3]=2)[CH:26]=[CH:25][CH:24]=[CH:23][CH:22]=1 |f:2.3.4,6.7|. Procedure: A mixture of 1-(6-bromo-3-pyridyl)-4-tert-butoxycarbonylpiperazine (1.0 g, 2.9 mmol), phenyl boronic acid (1.06 g, 8.8 mmol), aqueous potassium carbonate (4.3 ml, 8.7 mmol), water (4.3 ml), isopropanol (0.66 ml, 8.7 mmol), 1.2-dimethoxyethane (10 ml) and palladium (0) tetrakis triphenylphosphine (66 mg, 0.058 mmol) was stirred at reflux for 4 days. Aqueous sodium hydroxide (50 ml) was added and the mixture was extracted with methylene chloride (3×50 ml). Chromatography of this crude mixture on s...